This data is from the Open Reaction Database (ORD), a public repository of structured organic reaction records. The task is: describe an organic reaction: reactants, conditions, products, and yield Starting materials: OC1(c2ccc(Br)cc2)CCC1, CCN(CC)S(F)(F)F, ClCCl. The product is FC1(c2ccc(Br)cc2)CCC1. RXN SMILES: [Br:1][c:2]1[cH:3][cH:4][c:5]([C:8]2([OH:12])[CH2:9][CH2:10][CH2:11]2)[cH:6][cH:7]1.[CH2:13]([N:14]([S:15]([F:16])([F:17])[F:19])[CH2:18][CH3:20])[CH3:21].[Cl:22][CH2:23][Cl:24]>>[Br:1][c:2]1[cH:3][cH:4][c:5]([C:8]2([F:19])[CH2:9][CH2:10][CH2:11]2)[cH:6][cH:7]1. Starting materials: NC=1C(=NC(=NC1N1CCOCC1)N1C(=NC2=C1C=CC=C2OC)C(F)F)NC2CCN(CC2)C(=O)OC(C)(C)C (tert-butyl 4-{[5-amino-2-[2-(difluoromethyl)-4-methoxy-1H-benzimidazol-1-yl]-6-(4-morpholinyl)-4-pyrimidinyl]amino}-1-piperidinecarboxylate), COC(OC)OC (trimethylorthoformate), O (H2O). Yields the product FC(C1=NC2=C(N1C1=NC(=C3N=CN(C3=N1)C1CCN(CC1)C(=O)OC(C)(C)C)N1CCOCC1)C=CC=C2OC)F (tert-butyl 4-[2-[2-(difluoromethyl)-4-methoxy-1H-benzimidazol-1-yl]-6-(4-morpholinyl)-9H-purin-9-yl]-1-piperidinecarboxylate). Isolated yield 76.0%. As a reaction SMILES: [NH2:1][C:2]1[C:3]([NH:28][CH:29]2[CH2:34][CH2:33][N:32]([C:35]([O:37][C:38]([CH3:41])([CH3:40])[CH3:39])=[O:36])[CH2:31][CH2:30]2)=[N:4][C:5]([N:14]2[C:18]3[CH:19]=[CH:20][CH:21]=[C:22]([O:23][CH3:24])[C:17]=3[N:16]=[C:15]2[CH:25]([F:27])[F:26])=[N:6][C:7]=1[N:8]1[CH2:13][CH2:12][O:11][CH2:10][CH2:9]1.[CH3:42]OC(OC)OC.O>>[F:27][CH:25]([F:26])[C:15]1[N:14]([C:5]2[N:4]=[C:3]3[C:2]([N:1]=[CH:42][N:28]3[CH:29]3[CH2:34][CH2:33][N:32]([C:35]([O:37][C:38]([CH3:41])([CH3:40])[CH3:39])=[O:36])[CH2:31][CH2:30]3)=[C:7]([N:8]3[CH2:9][CH2:10][O:11][CH2:12][CH2:13]3)[N:6]=2)[C:18]2[CH:19]=[CH:20][CH:21]=[C:22]([O:23][CH3:24])[C:17]=2[N:16]=1. Procedure details: A mixture of tert-butyl 4-{[5-amino-2-[2-(difluoromethyl)-4-methoxy-1H-benzimidazol-1-yl]-6-(4-morpholinyl)-4-pyrimidinyl]amino}-1-piperidinecarboxylate (Example 96) (250 mg, 0.435 mmol), trimethylorthoformate (5 mL), and p-TSOH.H2O (8.3 mg, 0.0436 mmol) was heated at 95-100° C. for 3 hrs. The mixture was cooled to room temperature and the solvent was removed under vacuum. Chromatography on silica, eluting with CH2Cl2/MeOH (100:0 to 99:1), gave tert-butyl 4-[2-[2-(difluoromethyl)-4-methoxy-1H-be... Reactants: O=C(Cl)c1ccccc1, O=C([O-])O, CCO, CO, Nc1ncnc2c1ncn2C1CC(O)C(CO)O1, ClC(Cl)Cl, Cl, [Na+], [Na+], [OH-], c1ccncc1. RXN SMILES: [C:19]([c:20]1[cH:21][cH:22][cH:23][cH:24][cH:25]1)(=[O:26])[Cl:27].[C:28](=[O:29])([O-:30])[OH:31].[CH3:42][CH2:43][OH:44].[CH3:49][OH:50].[CH:1]1([n:9]2[cH:10][n:11][c:12]3[c:13]([NH2:14])[n:15][cH:16][n:17][c:18]23)[CH2:2][CH:3]([OH:4])[CH:5]([CH2:6][OH:7])[O:8]1.[CH:45]([Cl:46])([Cl:47])[Cl:48].[ClH:35].[Na+:32].[Na+:34].[OH-:33].[cH:36]1[cH:37][cH:38][n:39][cH:40][cH:41]1>>[CH:1]1([n:9]2[cH:10][n:11][c:12]3[c:13]([NH:14][C:19]([c:20]4[cH:21][cH:22][cH:23][cH:24][cH:25]4)=[O:26])[n:15][cH:16][n:17][c:18]23)[CH2:2][CH:3]([OH:4])[CH:5]([CH2:6][OH:7])[O:8]1. Yields the product O=C(Nc1ncnc2c1ncn2C1CC(O)C(CO)O1)c1ccccc1. Starting materials: C1CCOC1, O, O=C(O)c1cc(-c2ccccc2)c[nH]c1=O, O=P(Cl)(Cl)c1ccccc1. Product: O=C(O)c1cc(-c2ccccc2)cnc1Cl. RXN SMILES: [O:27]1[CH2:28][CH2:29][CH2:30][CH2:31]1.[OH2:32].[c:11]1(-[c:17]2[cH:18][c:19]([C:24](=[O:25])[OH:26])[c:20](=[O:23])[nH:21][cH:22]2)[cH:12][cH:13][cH:14][cH:15][cH:16]1.[c:1]1([P:2]([Cl:3])(=[O:4])[Cl:9])[cH:5][cH:6][cH:7][cH:8][cH:10]1>>[Cl:9][c:20]1[c:19]([C:24](=[O:25])[OH:26])[cH:18][c:17](-[c:11]2[cH:12][cH:13][cH:14][cH:15][cH:16]2)[cH:22][n:21]1. Reactants: COc1ccc(CCNCc2ccccc2)cc1OC, CO, Clc1ccccc1C1CO1. The product is COc1ccc(CCN(Cc2ccccc2)CC(O)c2ccccc2Cl)cc1OC. RXN SMILES: [CH2:1]([c:2]1[cH:3][cH:4][cH:5][cH:6][cH:7]1)[NH:8][CH2:9][CH2:10][c:11]1[cH:12][c:13]([O:19][CH3:20])[c:14]([O:17][CH3:18])[cH:15][cH:16]1.[CH3:31][OH:32].[Cl:21][c:22]1[c:23]([CH:24]2[CH2:25][O:26]2)[cH:27][cH:28][cH:29][cH:30]1>>[CH2:1]([c:2]1[cH:3][cH:4][cH:5][cH:6][cH:7]1)[N:8]([CH2:9][CH2:10][c:11]1[cH:12][c:13]([O:19][CH3:20])[c:14]([O:17][CH3:18])[cH:15][cH:16]1)[CH2:25][CH:24]([c:23]1[c:22]([Cl:21])[cH:30][cH:29][cH:28][cH:27]1)[OH:26]. Reactants: Cc1c(Br)cc(N)cc1Br, Cl, O=N[O-], [Na+], O, OP(O)P(O)O. The product is Cc1c(Br)cccc1Br. As a reaction SMILES: [Br:1][c:2]1[cH:3][c:4]([NH2:10])[cH:5][c:6]([Br:9])[c:7]1[CH3:8].[ClH:11].[N:12]([O-:13])=[O:14].[Na+:15].[OH2:22].[P:16]([P:17]([OH:18])[OH:19])([OH:20])[OH:21]>>[Br:1][c:2]1[cH:3][cH:4][cH:5][c:6]([Br:9])[c:7]1[CH3:8]. The reactants are O=C1CCC(=O)N1Br, O=C(OOC(=O)c1ccccc1)c1ccccc1, COC(=O)c1c(C)cccc1C, ClC(Cl)(Cl)Cl. Yields the product COC(=O)c1c(C)cccc1CBr. RXN SMILES: [Br:13][N:14]1[C:15](=[O:16])[CH2:17][CH2:18][C:19]1=[O:20].[C:21]([O:22][O:23][C:24](=[O:25])[c:26]1[cH:27][cH:28][cH:29][cH:30][cH:31]1)(=[O:32])[c:33]1[cH:34][cH:35][cH:36][cH:37][cH:38]1.[CH3:1][c:2]1[c:3]([C:4](=[O:5])[O:6][CH3:7])[c:8]([CH3:12])[cH:9][cH:10][cH:11]1.[Cl:39][C:40]([Cl:41])([Cl:42])[Cl:43]>>[CH2:1]([c:2]1[c:3]([C:4](=[O:5])[O:6][CH3:7])[c:8]([CH3:12])[cH:9][cH:10][cH:11]1)[Br:13]. Reactants: CCCC[N+](CCCC)(CCCC)CCCC, C1CCOC1, CCCN(C(=O)CC(C)C)c1nc(-c2ncnc3c2ccn3S(=O)(=O)c2ccc(C)cc2)cs1, [F-]. The product is CCCN(C(=O)CC(C)C)c1nc(-c2ncnc3[nH]ccc23)cs1. RXN SMILES: [CH2:36]([N+:37]([CH2:38][CH2:39][CH2:40][CH3:41])([CH2:42][CH2:43][CH2:44][CH3:45])[CH2:46][CH2:47][CH2:48][CH3:49])[CH2:50][CH2:51][CH3:52].[CH2:53]1[O:54][CH2:55][CH2:56][CH2:57]1.[CH3:1][CH:2]([CH2:3][C:4](=[O:5])[N:6]([c:7]1[s:8][cH:9][c:10](-[c:12]2[c:13]3[c:14]([n:15][cH:16][n:17]2)[n:18]([S:21]([c:22]2[cH:23][cH:24][c:25]([CH3:26])[cH:27][cH:28]2)(=[O:29])=[O:30])[cH:19][cH:20]3)[n:11]1)[CH2:31][CH2:32][CH3:33])[CH3:34].[F-:35]>>[CH3:1][CH:2]([CH2:3][C:4](=[O:5])[N:6]([c:7]1[s:8][cH:9][c:10](-[c:12]2[c:13]3[c:14]([n:15][cH:16][n:17]2)[nH:18][cH:19][cH:20]3)[n:11]1)[CH2:31][CH2:32][CH3:33])[CH3:34]. Reactants: CC(C)(C)[Si](C)(C)Oc1ccccc1F, C1CCOC1, [Li]C(C)CC, CON(C)C(=O)CC1CC1. Product: CC(C)(C)[Si](C)(C)Oc1cccc(C(=O)CC2CC2)c1F. As a reaction SMILES: [C:1]([CH3:2])([CH3:3])([CH3:4])[Si:5]([CH3:6])([CH3:7])[O:8][c:9]1[c:10]([F:15])[cH:11][cH:12][cH:13][cH:14]1.[CH2:31]1[O:32][CH2:33][CH2:34][CH2:35]1.[CH:16]([Li:17])([CH2:18][CH3:19])[CH3:20].[CH:21]1([CH2:24][C:25](=[O:26])[N:27]([O:28][CH3:29])[CH3:30])[CH2:22][CH2:23]1>>[C:1]([CH3:2])([CH3:3])([CH3:4])[Si:5]([CH3:6])([CH3:7])[O:8][c:9]1[c:10]([F:15])[c:11]([C:25]([CH2:24][CH:21]2[CH2:22][CH2:23]2)=[O:26])[cH:12][cH:13][cH:14]1.